Dataset: the Open Reaction Database (ORD), a public repository of structured organic reaction records. Task: describe an organic reaction: reactants, conditions, products, and yield Starting materials: ClCCCl, CCOC(C)=O, CC(C)(C)CCN1C(=O)C(CC(=O)O)SC1c1cccc(F)c1NCCN1CCCCC1, O=C1Nc2ccccc2CCN1C1CCNCC1, CN(C)C=O, O, On1nnc2ccccc21. Yields the product CC(C)(C)CCN1C(=O)C(CC(=O)N2CCC(N3CCc4ccccc4NC3=O)CC2)SC1c1cccc(F)c1NCCN1CCCCC1. Reaction SMILES: [CH2:51]([Cl:52])[CH2:53][Cl:54].[CH3:71][CH2:72][O:73][C:74]([CH3:75])=[O:76].[N:1]1([CH2:7][CH2:8][NH:9][c:10]2[c:11]([CH:17]3[S:18][CH:19]([CH2:29][C:30](=[O:31])[OH:32])[C:20](=[O:28])[N:21]3[CH2:22][CH2:23][C:24]([CH3:25])([CH3:26])[CH3:27])[cH:12][cH:13][cH:14][c:15]2[F:16])[CH2:2][CH2:3][CH2:4][CH2:5][CH2:6]1.[NH:33]1[CH2:34][CH2:35][CH:36]([N:39]2[C:40](=[O:50])[NH:41][c:42]3[c:43]([cH:46][cH:47][cH:48][cH:49]3)[CH2:44][CH2:45]2)[CH2:37][CH2:38]1.[O:65]=[CH:66][N:67]([CH3:68])[CH3:69].[OH2:70].[OH:55][n:56]1[c:57]2[c:58]([cH:59][cH:60][cH:61][cH:62]2)[n:63][n:64]1>>[N:1]1([CH2:7][CH2:8][NH:9][c:10]2[c:11]([CH:17]3[S:18][CH:19]([CH2:29][C:30](=[O:32])[N:33]4[CH2:34][CH2:35][CH:36]([N:39]5[C:40](=[O:50])[NH:41][c:42]6[c:43]([cH:46][cH:47][cH:48][cH:49]6)[CH2:44][CH2:45]5)[CH2:37][CH2:38]4)[C:20](=[O:28])[N:21]3[CH2:22][CH2:23][C:24]([CH3:25])([CH3:26])[CH3:27])[cH:12][cH:13][cH:14][c:15]2[F:16])[CH2:2][CH2:3][CH2:4][CH2:5][CH2:6]1. Reactants: C1CSCCN1, C1CCOC1, C=CS(=O)(=O)N1CCN(c2nc(N3CCOCC3)nc(-n3c(C(F)F)nc4c(OC)cccc43)n2)CC1. Product: COc1cccc2c1nc(C(F)F)n2-c1nc(N2CCOCC2)nc(N2CCN(S(=O)(=O)CCN3CCSCC3)CC2)n1. Reaction SMILES: [CH2:38]1[CH2:39][S:40][CH2:41][CH2:42][NH:43]1.[CH2:44]1[O:45][CH2:46][CH2:47][CH2:48]1.[F:1][CH:2]([c:3]1[n:4][c:5]2[c:6]([n:7]1-[c:8]1[n:9][c:10]([N:20]3[CH2:21][CH2:22][N:23]([S:26](=[O:27])(=[O:28])[CH:29]=[CH2:30])[CH2:24][CH2:25]3)[n:11][c:12]([N:14]3[CH2:15][CH2:16][O:17][CH2:18][CH2:19]3)[n:13]1)[cH:31][cH:32][cH:33][c:34]2[O:35][CH3:36])[F:37]>>[F:1][CH:2]([c:3]1[n:4][c:5]2[c:6]([n:7]1-[c:8]1[n:9][c:10]([N:20]3[CH2:21][CH2:22][N:23]([S:26](=[O:27])(=[O:28])[CH2:29][CH2:30][N:43]4[CH2:38][CH2:39][S:40][CH2:41][CH2:42]4)[CH2:24][CH2:25]3)[n:11][c:12]([N:14]3[CH2:15][CH2:16][O:17][CH2:18][CH2:19]3)[n:13]1)[cH:31][cH:32][cH:33][c:34]2[O:35][CH3:36])[F:37]. Reactants: C1CCNC1, Cc1cc(Cl)ccc1C1CN(Cc2ccccc2)CC1[N+](=O)[O-]. Yields the product Cc1cc(Cl)ccc1C1CN(Cc2ccccc2)CC1N. RXN SMILES: [CH2:1]1[CH2:2][NH:3][CH2:4][CH2:5]1.[CH2:6]([c:7]1[cH:8][cH:9][cH:10][cH:11][cH:12]1)[N:13]1[CH2:14][CH:15]([c:21]2[c:22]([CH3:28])[cH:23][c:24]([Cl:27])[cH:25][cH:26]2)[CH:16]([N+:18]([O-:19])=[O:20])[CH2:17]1>>[CH2:6]([c:7]1[cH:8][cH:9][cH:10][cH:11][cH:12]1)[N:13]1[CH2:14][CH:15]([c:21]2[c:22]([CH3:28])[cH:23][c:24]([Cl:27])[cH:25][cH:26]2)[CH:16]([NH2:18])[CH2:17]1. The reactants are C(C)(=O)C=1C=NC(=C(C(=O)NC=2C(=NN(C2CC)C2CN(C2)CC)C(=O)N)C1)OCC (5-Acetyl-N-[3-(aminocarbonyl)-5-ethyl-1-(1-ethyl-3-azetidinyl)-1H-pyrazol-4-yl]-2-ethoxynicotinamide), 2(e), C(CCC)O (n-butanol). Yields the product C(C)(=O)C=1C=C(C(=NC1)OCCCC)C=1NC(C=2C(N1)=C(N(N2)C2CN(C2)CC)CC)=O (5-(5-Acetyl-2butoxy-3-pyridinyl)-3ethyl-2-(1-ethyl-3-azetidinyl)-2,6-dihydro-7H-pyrazolo[4,3-d]pyrimidin-7-one). Reaction SMILES: [C:1]([C:4]1[CH:5]=[N:6][C:7]([O:29][CH2:30][CH3:31])=[C:8]([CH:28]=1)[C:9]([NH:11][C:12]1[C:13]([C:25]([NH2:27])=[O:26])=[N:14][N:15]([CH:19]2[CH2:22][N:21]([CH2:23][CH3:24])[CH2:20]2)[C:16]=1[CH2:17][CH3:18])=O)(=[O:3])[CH3:2].[CH2:32](O)[CH2:33]CC>>[C:1]([C:4]1[CH:28]=[C:8]([C:9]2[NH:27][C:25](=[O:26])[C:13]3[C:12](=[C:16]([CH2:17][CH3:18])[N:15]([CH:19]4[CH2:22][N:21]([CH2:23][CH3:24])[CH2:20]4)[N:14]=3)[N:11]=2)[C:7]([O:29][CH2:30][CH2:31][CH2:32][CH3:33])=[N:6][CH:5]=1)(=[O:3])[CH3:2]. Procedure details: To a stirred suspension of 5-Acetyl-N-[3-(aminocarbonyl)-5-ethyl-1-(1-ethyl-3-azetidinyl)-1H-pyrazol-4-yl]-2-ethoxynicotinamide, the title compound of Preparation 2(e), (0.41 g, 0.96 mMol) in n-butanol (4 mL) under nitrogen atmosphere at room temperature was added n-butyl acetate (1.92 mMol, 0.25 mL) followed by potassium tert-butoxide (14.4 mMol, 162 mg) as a single solid portion. The reaction was left to stir at room temperature for 5 minutes before being heated to reflux overnight. The reacti... Starting materials: Nc1n[nH]c2cc(Cl)ccc12, c1ccncc1, O=C(Cl)c1cccs1. Product: O=C(Nc1n[nH]c2cc(Cl)ccc12)c1cccs1. RXN SMILES: [Cl:9][c:10]1[cH:11][cH:12][c:13]2[c:14]([NH2:19])[n:15][nH:16][c:17]2[cH:18]1.[cH:20]1[cH:21][cH:22][n:23][cH:24][cH:25]1.[s:1]1[c:2]([C:6](=[O:7])[Cl:8])[cH:3][cH:4][cH:5]1>>[s:1]1[c:2]([C:6](=[O:7])[NH:19][c:14]2[c:13]3[cH:12][cH:11][c:10]([Cl:9])[cH:18][c:17]3[nH:16][n:15]2)[cH:3][cH:4][cH:5]1. Starting materials: OC1=CC=C(C(=O)OC)C=C1 (methyl 4-hydroxybenzoate), C(C=C)Br (allyl bromide), C(=O)([O-])[O-].[K+].[K+] (K2CO3). Solvent: CC(=O)C (acetone). Run at time 16 hour. Product: C(C=C)OC1=CC=C(C(=O)OC)C=C1 (methyl 4-allyloxybenzoate). Reaction SMILES: [OH:1][C:2]1[CH:11]=[CH:10][C:5]([C:6]([O:8][CH3:9])=[O:7])=[CH:4][CH:3]=1.[CH2:12](Br)[CH:13]=[CH2:14].C([O-])([O-])=O.[K+].[K+]>CC(C)=O>[CH2:14]([O:1][C:2]1[CH:3]=[CH:4][C:5]([C:6]([O:8][CH3:9])=[O:7])=[CH:10][CH:11]=1)[CH:13]=[CH2:12] |f:2.3.4|. Reported procedure: A mixture of 1.0 mmol of methyl 4-hydroxybenzoate, 2.0 mmol of allyl bromide, 5.0 mmol of K2CO3 in 2 mL of acetone was stirred for 16 h. Extraction provided methyl 4-allyloxybenzoate. Reactants: CC(=O)N1CC(C)(C)c2ccc(NC(=O)c3ccc(F)c(Nc4ncccc4-c4ccncn4)c3)cc21, Cl. Product: CC1(C)CNc2cc(NC(=O)c3ccc(F)c(Nc4ncccc4-c4ccncn4)c3)ccc21. As a reaction SMILES: [C:1](=[O:2])([CH3:3])[N:4]1[CH2:5][C:6]([CH3:36])([CH3:37])[c:7]2[cH:8][cH:9][c:10]([NH:13][C:14]([c:15]3[cH:16][c:17]([NH:22][c:23]4[n:24][cH:25][cH:26][cH:27][c:28]4-[c:29]4[n:30][cH:31][n:32][cH:33][cH:34]4)[c:18]([F:21])[cH:19][cH:20]3)=[O:35])[cH:11][c:12]21.[ClH:38]>>[NH:4]1[CH2:5][C:6]([CH3:36])([CH3:37])[c:7]2[cH:8][cH:9][c:10]([NH:13][C:14]([c:15]3[cH:16][c:17]([NH:22][c:23]4[n:24][cH:25][cH:26][cH:27][c:28]4-[c:29]4[n:30][cH:31][n:32][cH:33][cH:34]4)[c:18]([F:21])[cH:19][cH:20]3)=[O:35])[cH:11][c:12]21. The reactants are C(C)C1=CC2=C(N(C(N(C2=O)CCN2C(=NC=C2)C=O)=O)CC2=CC=C(C=C2)C=2C(=CC=CC2)C#N)S1 (4′-{[6-ethyl-3-[2-(2-formyl-1H-imidazol-1-yl)ethyl]-2,4-dioxo-3,4-dihydrothieno[2,3-d]pyrimidin-1(2H)-yl]methyl}biphenyl-2-carbonitrile), [BH4-].[Na+] (sodium borohydride). The solvent is CO (methanol). Conditions: time 1 hour. The product is C(C)C1=CC2=C(N(C(N(C2=O)CCN2C(=NC=C2)CO)=O)CC2=CC=C(C=C2)C=2C(=CC=CC2)C#N)S1 (4′-{[6-ethyl-3-{2-[2-(hydroxymethyl)-1H-imidazol-1-yl]ethyl}-2,4-dioxo-3,4-dihydrothieno[2,3-d]pyrimidin-1(2H)-yl]methyl}biphenyl-2-carbonitrile). The yield is 90.6%. As a reaction SMILES: [CH2:1]([C:3]1[S:37][C:6]2[N:7]([CH2:22][C:23]3[CH:28]=[CH:27][C:26]([C:29]4[C:30]([C:35]#[N:36])=[CH:31][CH:32]=[CH:33][CH:34]=4)=[CH:25][CH:24]=3)[C:8](=[O:21])[N:9]([CH2:12][CH2:13][N:14]3[CH:18]=[CH:17][N:16]=[C:15]3[CH:19]=[O:20])[C:10](=[O:11])[C:5]=2[CH:4]=1)[CH3:2].[BH4-].[Na+]>CO>[CH2:1]([C:3]1[S:37][C:6]2[N:7]([CH2:22][C:23]3[CH:28]=[CH:27][C:26]([C:29]4[C:30]([C:35]#[N:36])=[CH:31][CH:32]=[CH:33][CH:34]=4)=[CH:25][CH:24]=3)[C:8](=[O:21])[N:9]([CH2:12][CH2:13][N:14]3[CH:18]=[CH:17][N:16]=[C:15]3[CH2:19][OH:20])[C:10](=[O:11])[C:5]=2[CH:4]=1)[CH3:2] |f:1.2|. Procedure: To a solution (40 mL) of 4′-{[6-ethyl-3-[2-(2-formyl-1H-imidazol-1-yl)ethyl]-2,4-dioxo-3,4-dihydrothieno[2,3-d]pyrimidin-1(2H)-yl]methyl}biphenyl-2-carbonitrile (2.2 g) in methanol was added sodium borohydride (0.27 g), and the mixture was stirred at room temperature for 1 hr. The solvent was evaporated under reduced pressure, and the residue was extracted with water and ethyl acetate. The obtained ethyl acetate layer was washed with saturated brine, and dried over anhydrous magnesium sulfate. T... Starting materials: Cc1cc(C2CC2)cnc1N1CCN(C(=O)c2ccc(Br)nc2)CC1, CC1(C)CNC(=O)O1. Yields the product Cc1cc(C2CC2)cnc1N1CCN(C(=O)c2ccc(N3CC(C)(C)OC3=O)nc2)CC1. RXN SMILES: [Br:1][c:2]1[cH:3][cH:4][c:5]([C:8](=[O:9])[N:10]2[CH2:11][CH2:12][N:13]([c:16]3[n:17][cH:18][c:19]([CH:23]4[CH2:24][CH2:25]4)[cH:20][c:21]3[CH3:22])[CH2:14][CH2:15]2)[cH:6][n:7]1.[CH3:26][C:27]1([CH3:33])[CH2:28][NH:29][C:30](=[O:32])[O:31]1>>[c:2]1([N:29]2[CH2:28][C:27]([CH3:26])([CH3:33])[O:31][C:30]2=[O:32])[cH:3][cH:4][c:5]([C:8](=[O:9])[N:10]2[CH2:11][CH2:12][N:13]([c:16]3[n:17][cH:18][c:19]([CH:23]4[CH2:24][CH2:25]4)[cH:20][c:21]3[CH3:22])[CH2:14][CH2:15]2)[cH:6][n:7]1.